describe an organic reaction: reactants, conditions, products, and yield From a dataset of the Open Reaction Database (ORD), a public repository of structured organic reaction records. The reactants are BrC1=C(CBr)C=CC=C1 (2-bromobenzylbromide), BrC1=C(C=CC=C1)CN1N=C(C(=C(C1=O)C(=O)OCC)O)C(C)C (Ethyl 2-[(2-bromophenyl)methyl]-5-hydroxy-6-(1-methylethyl)-3-oxo-2,3-dihydro-4-pyridazinecarboxylate), OC1=C(C(NN=C1C(C)C)=O)C(=O)OCC (ethyl 5-hydroxy-6-(1-methylethyl)-3-oxo-2,3-dihydro-4-pyridazinecarboxylate), [H-].[Na+] (sodium hydride), CN(C=O)C (N,N-Dimethylformamide). Conditions: time 45 minute. The product is BrC1=C(C=CC=C1)CN1N=C(C(=C(C1=O)C(=O)NCC(=O)O)O)C(C)C (N-{[2-[(2-Bromophenyl)methyl]-5-hydroxy-6-(1-methylethyl)-3-oxo-2,3-dihydro-4-pyridazinyl]carbonyl}glycine), BrC1=C(C=CC=C1)CN1N=C(C(=C(C1=O)C(=O)OCC)O)C(C)C (ethyl 2-[(2-bromophenyl)methyl]-5-hydroxy-6-(1-methylethyl)-3-oxo-2,3-dihydro-4-pyridazinecarboxylate). Yield: 22.3%. As a reaction SMILES: [Br:1][C:2]1[CH:7]=[CH:6][CH:5]=[CH:4][C:3]=1[CH2:8][N:9]1[C:14](=[O:15])[C:13]([C:16]([O:18][CH2:19][CH3:20])=[O:17])=[C:12]([OH:21])[C:11]([CH:22]([CH3:24])[CH3:23])=[N:10]1.OC1C(C(C)C)=NNC(=O)[C:27]=1[C:36]([O:38]CC)=[O:37].[H-].[Na+].BrC1C=CC=CC=1CBr.C[N:53](C)C=O>>[Br:1][C:2]1[CH:7]=[CH:6][CH:5]=[CH:4][C:3]=1[CH2:8][N:9]1[C:14](=[O:15])[C:13]([C:16]([NH:53][CH2:27][C:36]([OH:38])=[O:37])=[O:17])=[C:12]([OH:21])[C:11]([CH:22]([CH3:24])[CH3:23])=[N:10]1.[Br:1][C:2]1[CH:7]=[CH:6][CH:5]=[CH:4][C:3]=1[CH2:8][N:9]1[C:14](=[O:15])[C:13]([C:16]([O:18][CH2:19][CH3:20])=[O:17])=[C:12]([OH:21])[C:11]([CH:22]([CH3:23])[CH3:24])=[N:10]1 |f:2.3|. Procedure: Ethyl 2-[(2-bromophenyl)methyl]-5-hydroxy-6-(1-methylethyl)-3-oxo-2,3-dihydro-4-pyridazinecarboxylate. To a solution of ethyl 5-hydroxy-6-(1-methylethyl)-3-oxo-2,3-dihydro-4-pyridazinecarboxylate (example 46(a), 3 g, 13.26 mmol) in N,N-Dimethylformamide (DMF) (50 ml) at 0° C. was added sodium hydride (0.796 g, 19.89 mmol) in portions. The reaction mixture was stirred at room temperature for 45 minutes and then cooled back to 0° C. and 2-bromobenzylbromide (3.31 g, 13.26) was added portionwise. T...